From a dataset of the Open Reaction Database (ORD), a public repository of structured organic reaction records. describe an organic reaction: reactants, conditions, products, and yield Starting materials: CC(c1ccc(Br)cc1)N1CCC(CC(C)(C)C#N)(c2ccc(F)cc2)OC1=O, Cc1cc(B(O)O)ccn1. Yields the product Cc1cc(-c2ccc(C(C)N3CCC(CC(C)(C)C#N)(c4ccc(F)cc4)OC3=O)cc2)ccn1. RXN SMILES: [Br:1][c:2]1[cH:3][cH:4][c:5]([CH:8]([CH3:9])[N:10]2[C:11](=[O:29])[O:12][C:13]([c:16]3[cH:17][cH:18][c:19]([F:22])[cH:20][cH:21]3)([CH2:23][C:24]([C:25]#[N:26])([CH3:27])[CH3:28])[CH2:14][CH2:15]2)[cH:6][cH:7]1.[CH3:30][c:31]1[n:32][cH:33][cH:34][c:35]([B:37]([OH:38])[OH:39])[cH:36]1>>[c:2]1(-[c:35]2[cH:34][cH:33][n:32][c:31]([CH3:30])[cH:36]2)[cH:3][cH:4][c:5]([CH:8]([CH3:9])[N:10]2[C:11](=[O:29])[O:12][C:13]([c:16]3[cH:17][cH:18][c:19]([F:22])[cH:20][cH:21]3)([CH2:23][C:24]([C:25]#[N:26])([CH3:27])[CH3:28])[CH2:14][CH2:15]2)[cH:6][cH:7]1. Starting materials: COC1=C(CNC2=NC=NC=C2)C=CC(=C1)OC (N-(2,4-dimethoxybenzyl)pyrimidin-4-amine), ClS(=O)(=O)C=1C(=CC(=C(C(=O)OC)C1)F)F (methyl 5-(chlorosulfonyl)-2,4-difluorobenzoate), N12CCN(CC1)CC2 (1,4-diazabicyclo[2.2.2]octane). Run in C1CCOC1 (THF). The product is COC1=C(CN(S(=O)(=O)C=2C(=CC(=C(C(=O)OC)C2)F)F)C2=NC=NC=C2)C=CC(=C1)OC (Methyl 5-{[(2,4-dimethoxybenzyl)(pyrimidin-4-yl)amino]sulfonyl}-2,4-difluorobenzoate). Isolated yield 45.0%. As a reaction SMILES: [CH3:1][O:2][C:3]1[CH:16]=[C:15]([O:17][CH3:18])[CH:14]=[CH:13][C:4]=1[CH2:5][NH:6][C:7]1[CH:12]=[CH:11][N:10]=[CH:9][N:8]=1.Cl[S:20]([C:23]1[C:24]([F:34])=[CH:25][C:26]([F:33])=[C:27]([CH:32]=1)[C:28]([O:30][CH3:31])=[O:29])(=[O:22])=[O:21].N12CCN(CC1)CC2>C1COCC1>[CH3:1][O:2][C:3]1[CH:16]=[C:15]([O:17][CH3:18])[CH:14]=[CH:13][C:4]=1[CH2:5][N:6]([C:7]1[CH:12]=[CH:11][N:10]=[CH:9][N:8]=1)[S:20]([C:23]1[C:24]([F:34])=[CH:25][C:26]([F:33])=[C:27]([CH:32]=1)[C:28]([O:30][CH3:31])=[O:29])(=[O:22])=[O:21]. Reported procedure: The reaction and aftertreatment were conducted in the same manner as in Example 14b by using the N-(2,4-dimethoxybenzyl)pyrimidin-4-amine (378 mg, 1.54 mmol) prepared in Example 14a, methyl 5-(chlorosulfonyl)-2,4-difluorobenzoate (500 mg, 1.85 mmol), 1,4-diazabicyclo[2.2.2]octane (208 mg, 1.85 mmol) and THF (15.0 mL), to yield the title compound (332 mg, 45%) as a pale yellow oil. The reactants are [BH4-], CCOc1cc(C=O)ccc1Oc1ccccc1CC(=O)OC, CO, [Na+]. The product is CCOc1cc(CO)ccc1Oc1ccccc1CC(=O)OC. RXN SMILES: [BH4-:24].[CH2:1]([CH3:2])[O:3][c:4]1[c:5]([O:6][c:7]2[c:8]([CH2:13][C:14](=[O:15])[O:16][CH3:17])[cH:9][cH:10][cH:11][cH:12]2)[cH:18][cH:19][c:20]([CH:22]=[O:23])[cH:21]1.[CH3:26][OH:27].[Na+:25]>>[CH2:1]([CH3:2])[O:3][c:4]1[c:5]([O:6][c:7]2[c:8]([CH2:13][C:14](=[O:15])[O:16][CH3:17])[cH:9][cH:10][cH:11][cH:12]2)[cH:18][cH:19][c:20]([CH2:22][OH:23])[cH:21]1. Reactants: C(C)OC1=CC=C(C(=O)O)C=C1 (4ethoxybenzoic acid), BrBr (bromine). Run in C(Cl)(Cl)Cl (chloroform), C(Cl)(Cl)Cl (chloroform). Conditions: time 8 hour. The product is BrC=1C=C(C(=O)O)C=CC1OCC (3-Bromo-4-ethoxybenzoic acid). Reaction SMILES: [CH2:1]([O:3][C:4]1[CH:12]=[CH:11][C:7]([C:8]([OH:10])=[O:9])=[CH:6][CH:5]=1)[CH3:2].[Br:13]Br>C(Cl)(Cl)Cl>[Br:13][C:5]1[CH:6]=[C:7]([CH:11]=[CH:12][C:4]=1[O:3][CH2:1][CH3:2])[C:8]([OH:10])=[O:9]. Procedure details: To a solution of 4ethoxybenzoic acid (3.6 g, 0.022 mol) in chloroform (60 ml) was added bromine (1.13 ml, 0.022 mol) in chloroform (20 ml) dropwise. After stirring overnight at room temperature the precipitate was filtered off and dried to afford the title compound as a white solid. Reactants: O (water), BrC=1C=C(C=CC1)O (3-bromophenol), ClC1=NC=C(C=C1)C(F)(F)F (2-chloro-5-(trifluoromethyl)pyridine), C(=O)([O-])[O-].[K+].[K+] (K2CO3). Run in C(C)OCC (diethyl ether), CN(C)C=O (DMF). Conditions: temperature 110 celsius, time 30 minute. Yields the product BrC=1C=C(OC2=NC=C(C=C2)C(F)(F)F)C=CC1 (2-(3-Bromophenoxy)-5-(trifluoromethyl)pyridine). The yield is 96.1%. RXN SMILES: [Br:1][C:2]1[CH:3]=[C:4]([OH:8])[CH:5]=[CH:6][CH:7]=1.Cl[C:10]1[CH:15]=[CH:14][C:13]([C:16]([F:19])([F:18])[F:17])=[CH:12][N:11]=1.C([O-])([O-])=O.[K+].[K+].O>CN(C=O)C.C(OCC)C>[Br:1][C:2]1[CH:3]=[C:4]([CH:5]=[CH:6][CH:7]=1)[O:8][C:10]1[CH:15]=[CH:14][C:13]([C:16]([F:19])([F:18])[F:17])=[CH:12][N:11]=1 |f:2.3.4|. Procedure: To a solution of 3-bromophenol (5 g, 27.54 mmol) and 2-chloro-5-(trifluoromethyl)pyridine (4.52 g, 26.16 mmol) in DMF (30 mL) was added K2CO3 and the mixture was refluxed at 110° C. overnight. Distilled water (30 mL) and diethyl ether (30 mL) were added and the mixture was stirred for 30 min. The ether layer was dried over Na2SO4 and concentrated to give pure pure title compound (8.0 g). 1H NMR (500 MHz, CDCl3): δ 7.0 (d, 1H, J=10 Hz), 7.1 (d, 1H, J=1.5 Hz), 7.2-7.3 (m, 2H), 7.4 (d, 1H, J=8 Hz),... Starting materials: C(C(=O)Cl)(=O)Cl (oxalyl chloride), ClC1=CC=C(C=C1)C1CCC(CC1)C(=O)O (4-(4-chlorophenyl)-cyclohexane-1-carboxylic acid), N1=CC=CC=C1 (pyridine), NC=1C=CC2=C(N=C(S2)C)C1 (5-amino-2-methylbenzothiazole). Solvent: CN(C)C=O (DMF), C(Cl)Cl (DCM), CO (MeOH). Conditions: temperature 45 celsius, time 2 hour. Yields the product ClC1=CC=C(C=C1)C1CCC(CC1)C(=O)NC=1C=CC2=C(N=C(S2)C)C1 (4-(4-Chlorophenyl)-N-(2-methylbenzothiazol-5-yl)cyclohexane-1-carboxamide). Isolated yield 101.2%. Reaction SMILES: [Cl:1][C:2]1[CH:7]=[CH:6][C:5]([CH:8]2[CH2:13][CH2:12][CH:11]([C:14]([OH:16])=O)[CH2:10][CH2:9]2)=[CH:4][CH:3]=1.C(Cl)(=O)C(Cl)=O.N1C=CC=CC=1.[NH2:29][C:30]1[CH:31]=[CH:32][C:33]2[S:37][C:36]([CH3:38])=[N:35][C:34]=2[CH:39]=1>C(Cl)Cl.CO.CN(C=O)C>[Cl:1][C:2]1[CH:3]=[CH:4][C:5]([CH:8]2[CH2:9][CH2:10][CH:11]([C:14]([NH:29][C:30]3[CH:31]=[CH:32][C:33]4[S:37][C:36]([CH3:38])=[N:35][C:34]=4[CH:39]=3)=[O:16])[CH2:12][CH2:13]2)=[CH:6][CH:7]=1. Reported procedure: A suspension of 4-(4-chlorophenyl)-cyclohexane-1-carboxylic acid (100 mg, 0.42 mmol) in DCM (10 ml) was treated with catalytic DMF and oxalyl chloride (110 ul, 1.26 mmol) at 0° C. and the mixture was then stirred at room temp. for 1 h and at 45° C. for 2 h. The solvent and excess oxalyl chloride was removed in vacuo and the residue resuspended in DCM (5 ml). To this was added pyridine (35 ul, 0.42 mmol) and 5-amino-2-methylbenzothiazole (63 mg, 0.38 mmol) and the reaction stirred at room temp. o...